From a dataset of the Open Reaction Database (ORD), a public repository of structured organic reaction records. describe an organic reaction: reactants, conditions, products, and yield Reactants: BrC1=C(C2=C(N(C(N(C2=O)CCCOC2OCCCC2)=O)C)N=C1)C(O)C1=CC=C(C=C1)Cl (6-bromo-5-((4-chlorophenyl)(hydroxy)methyl)-1-methyl-3-(3-(tetrahydro-2H-pyran-2-yloxy)propyl)pyrido[2,3-d]pyrimidine-2,4(1H,3H)-dione), [O-]P(=O)([O-])[O-].[K+].[K+].[K+] (K3PO4), C(C)(C)C1=C(C=CC=C1)B(O)O (2-isopropylphenylboronic acid). The reagents and catalysts are C1=CC=C(C=C1)P([C-]2C=CC=C2)C3=CC=CC=C3.C1=CC=C(C=C1)P([C-]2C=CC=C2)C3=CC=CC=C3.Cl[Pd]Cl.[Fe+2] (Pd(dppf)Cl2). The solvent is O1CCOCC1 (dioxane). Reaction conditions: temperature 80 celsius. Product: ClC1=CC=C(C=C1)C(C1=C(C=NC=2N(C(N(C(C21)=O)CCCOC2OCCCC2)=O)C)C2=C(C=CC=C2)C(C)C)O (5-((4-chloro phenyl) (hydroxy)methyl)-6-(2-isopropylphenyl)-1-methyl-3-(3-(tetrahydro-2H-pyran-2-yloxy)propyl)pyrido[2,3-d]pyrimidine-2,4(1H,3H)-dione). Yield: 93.0%. Reaction SMILES: Br[C:2]1[CH:24]=[N:23][C:5]2[N:6]([CH3:22])[C:7](=[O:21])[N:8]([CH2:11][CH2:12][CH2:13][O:14][CH:15]3[CH2:20][CH2:19][CH2:18][CH2:17][O:16]3)[C:9](=[O:10])[C:4]=2[C:3]=1[CH:25]([C:27]1[CH:32]=[CH:31][C:30]([Cl:33])=[CH:29][CH:28]=1)[OH:26].[O-]P([O-])([O-])=O.[K+].[K+].[K+].[CH:42]([C:45]1[CH:50]=[CH:49][CH:48]=[CH:47][C:46]=1B(O)O)([CH3:44])[CH3:43]>O1CCOCC1.C1C=CC(P(C2C=CC=CC=2)[C-]2C=CC=C2)=CC=1.C1C=CC(P(C2C=CC=CC=2)[C-]2C=CC=C2)=CC=1.Cl[Pd]Cl.[Fe+2]>[Cl:33][C:30]1[CH:31]=[CH:32][C:27]([CH:25]([OH:26])[C:3]2[C:4]3[C:9](=[O:10])[N:8]([CH2:11][CH2:12][CH2:13][O:14][CH:15]4[CH2:20][CH2:19][CH2:18][CH2:17][O:16]4)[C:7](=[O:21])[N:6]([CH3:22])[C:5]=3[N:23]=[CH:24][C:2]=2[C:46]2[CH:47]=[CH:48][CH:49]=[CH:50][C:45]=2[CH:42]([CH3:44])[CH3:43])=[CH:28][CH:29]=1 |f:1.2.3.4,7.8.9.10|. Reported procedure: To a mixture of 6-bromo-5-((4-chlorophenyl)(hydroxy)methyl)-1-methyl-3-(3-(tetrahydro-2H-pyran-2-yloxy)propyl)pyrido[2,3-d]pyrimidine-2,4(1H,3H)-dione (50 mg, 0.093 mmol), Pd(dppf)Cl2 (7 mg, 0.01 mmol) and aq. 2N K3PO4 (0.4 mL) in dioxane (2 mL) was added 2-isopropylphenylboronic acid (30 mg, 0.183 mmol). The reaction was heated at 80° C. for 18 h, cooled to RT and filtered. The filtrate was extracted with EA (2×20 mL). The combined organic layers were washed with water (20 mL) and brine (15 mL)... As a reaction SMILES: [Cl:1][C:2]1[C:3]([N:12]2[CH2:17][CH2:16][N:15]([CH2:18][C:19]3[N:23]=[C:22]([CH3:24])[O:21][N:20]=3)[CH2:14][CH2:13]2)=[C:4]([N+:9]([O-])=O)[C:5]([NH2:8])=[N:6][CH:7]=1.[CH3:25][N:26]1[CH:30]=[C:29]([CH:31]=O)[C:28]([CH3:33])=[N:27]1.[O-]S(S([O-])=O)=O.[Na+].[Na+]>CCO>[Cl:1][C:2]1[C:3]([N:12]2[CH2:17][CH2:16][N:15]([CH2:18][C:19]3[N:23]=[C:22]([CH3:24])[O:21][N:20]=3)[CH2:14][CH2:13]2)=[C:4]2[N:9]=[C:31]([C:29]3[C:28]([CH3:33])=[N:27][N:26]([CH3:25])[CH:30]=3)[NH:8][C:5]2=[N:6][CH:7]=1 |f:2.3.4|. Starting materials: ClC=1C(=C(C(=NC1)N)[N+](=O)[O-])N1CCN(CC1)CC1=NOC(=N1)C (5-chloro-4-(4-((5-methyl-1,2,4-oxadiazol-3-yl)methyl)piperazin-1-yl)-3-nitropyridin-2-amine), CN1N=C(C(=C1)C=O)C (1,3-dimethyl-1H-pyrazole-4-carbaldehyde), [O-]S(=O)S(=O)[O-].[Na+].[Na+] (Na2S2O4). Reaction conditions: temperature 80 celsius, time 16 hour. Procedure: To a solution of 5-chloro-4-(4-((5-methyl-1,2,4-oxadiazol-3-yl)methyl)piperazin-1-yl)-3-nitropyridin-2-amine (60.0 mg, 0.170 mmol) and 1,3-dimethyl-1H-pyrazole-4-carbaldehyde (22.2 mg, 0.179 mmol) in EtOH (3.8 mL) was added 1M Na2S2O4 (0.678 mL, 0.678 mmol, freshly prepared) and the solution was heated to 80° C. and stirred for 16 h whilst being open to air. Once cooled, the reaction was evaporated in vacuo and the residue dry loaded onto silica. Purification was accomplished by flash chromatogr... Run in CCO (EtOH). Product: ClC=1C(=C2C(=NC1)NC(=N2)C=2C(=NN(C2)C)C)N2CCN(CC2)CC2=NOC(=N2)C (3-((4-(6-Chloro-2-(1,3-dimethyl-1H-pyrazol-4-yl)-3H-imidazo[4,5-b]pyridin-7-yl)piperazin-1-yl)methyl)-5-methyl-1,2,4-oxadiazole). Starting materials: BrN1C(CCC1=O)=O (N-Bromosuccinimide), CC(C)(C#N)N=NC(C)(C)C#N (VAZO), FC1=CC(=C(C=C1)C)I (4-fluoro-2-iodotoluene). The solvent is C(Cl)(Cl)(Cl)Cl (carbon tetrachloride). The product is BrCC1=C(C=C(C=C1)F)I (1-(Bromomethyl)-4-fluoro-2-iodobenzene). Isolated yield 57.6%. Reaction SMILES: [Br:1]N1C(=O)CCC1=O.CC(N=NC(C#N)(C)C)(C#N)C.[F:21][C:22]1[CH:27]=[CH:26][C:25]([CH3:28])=[C:24]([I:29])[CH:23]=1>C(Cl)(Cl)(Cl)Cl>[Br:1][CH2:28][C:25]1[CH:26]=[CH:27][C:22]([F:21])=[CH:23][C:24]=1[I:29]. Procedure details: N-Bromosuccinimide (0.61 g, 3.4 mmol) and VAZO (0.10 g, 0.41 mmol) were added to a solution of 4-fluoro-2-iodotoluene (0.75 g, 3.2 mmol) in carbon tetrachloride (45 mL). The resulting suspension was stirred and heated under reflux for 18 hours. It was then cooled and filtered, the solid was rinsed with carbon tetrachloride (5 mL), and the combined filtrates were concentrated under reduced pressure. The residue was purified by flash column chromatography (eluting with hexanes) to provide 322 (0.5... Starting materials: C(C)(=O)OCC=1CS[C@H]2N(C1C(=O)OC(C1=CC=CC=C1)C1=CC=CC=C1)C(C2N=C(Br)Br)=O (diphenylmethyl 3-acetoxymethyl-7-dibromomethyleneaminoceph-3-em-4-carboxylate), C1(=C(C=CC=C1)N)N (orthophenylenediamine). Solvent: C1CCOC1 (THF), C1CCOC1 (THF). Conditions: time 4 hour. Yields the product C(C)(=O)OCC=1CS[C@H]2N(C1C(=O)OC(C1=CC=CC=C1)C1=CC=CC=C1)C(C2NC=2NC1=C(N2)C=CC=C1)=O (diphenylmethyl 3-acetoxymethyl-7-(benzimidazol-2-yl)aminoceph-3-em-4-carboxylate). The yield is 70.3%. As a reaction SMILES: [C:1]([O:4][CH2:5][C:6]1[CH2:7][S:8][C@@H:9]2[CH:29]([N:30]=[C:31](Br)Br)[C:28](=[O:34])[N:10]2[C:11]=1[C:12]([O:14][CH:15]([C:22]1[CH:27]=[CH:26][CH:25]=[CH:24][CH:23]=1)[C:16]1[CH:21]=[CH:20][CH:19]=[CH:18][CH:17]=1)=[O:13])(=[O:3])[CH3:2].[C:35]1([NH2:42])[CH:40]=[CH:39][CH:38]=[CH:37][C:36]=1[NH2:41]>C1COCC1>[C:1]([O:4][CH2:5][C:6]1[CH2:7][S:8][C@@H:9]2[CH:29]([NH:30][C:31]3[NH:41][C:36]4[CH:37]=[CH:38][CH:39]=[CH:40][C:35]=4[N:42]=3)[C:28](=[O:34])[N:10]2[C:11]=1[C:12]([O:14][CH:15]([C:22]1[CH:27]=[CH:26][CH:25]=[CH:24][CH:23]=1)[C:16]1[CH:21]=[CH:20][CH:19]=[CH:18][CH:17]=1)=[O:13])(=[O:3])[CH3:2]. Procedure details: To a solution of diphenylmethyl 3-acetoxymethyl-7-dibromomethyleneaminoceph-3-em-4-carboxylate (0.608 g., 1 mmole) in THF stirred under nitrogen at ambient temperature was added orthophenylenediamine (0.216 g., 2 mmole) in THF and the reaction was allowed to continue stirring for 4 hours. The solution was then evaporated to dryness and the residue was dissolved in CH2Cl2 containing a little methanol. This solution was chromatographed on silica gel (50 g.) at -40° using CH2Cl2 /MeOH 85:15 v/v as ...